This data is from the Open Reaction Database (ORD), a public repository of structured organic reaction records. The task is: describe an organic reaction: reactants, conditions, products, and yield The reactants are N1=CC=CC=C1 (pyridine), ClC1=C(C(=O)NC=2C=CC=C3C(=C(C=NC23)CO)N2C=NC=C2)C(=CC=C1)Cl (8-(2,6-dichlorobenzoylamino)-3-hydroxymethyl-4-(imidazol-1-yl)quinoline), ClC(=O)OC1=CC=CC=C1 (phenyl chloroformate). The solvent is ClCCl (dichloromethane). Reaction conditions: time 1 hour. The product is ClC1=C(C(=O)NC=2C=CC=C3C(=C(C=NC23)COC(=O)OC2=CC=CC=C2)N2C=NC=C2)C(=CC=C1)Cl (8-(2,6-dichlorobenzoylamino)-4-(imidazol-1-yl)-3-(phenoxycarbonyloxymethyl)quinoline). The yield is 9.7%. RXN SMILES: [Cl:1][C:2]1[CH:27]=[CH:26][CH:25]=[C:24]([Cl:28])[C:3]=1[C:4]([NH:6][C:7]1[CH:8]=[CH:9][CH:10]=[C:11]2[C:16]=1[N:15]=[CH:14][C:13]([CH2:17][OH:18])=[C:12]2[N:19]1[CH:23]=[CH:22][N:21]=[CH:20]1)=[O:5].N1C=CC=CC=1.Cl[C:36]([O:38][C:39]1[CH:44]=[CH:43][CH:42]=[CH:41][CH:40]=1)=[O:37]>ClCCl>[Cl:1][C:2]1[CH:27]=[CH:26][CH:25]=[C:24]([Cl:28])[C:3]=1[C:4]([NH:6][C:7]1[CH:8]=[CH:9][CH:10]=[C:11]2[C:16]=1[N:15]=[CH:14][C:13]([CH2:17][O:18][C:36]([O:38][C:39]1[CH:44]=[CH:43][CH:42]=[CH:41][CH:40]=1)=[O:37])=[C:12]2[N:19]1[CH:23]=[CH:22][N:21]=[CH:20]1)=[O:5]. Procedure: To a suspension of 8-(2,6-dichlorobenzoylamino)-3-hydroxymethyl-4-(imidazol-1-yl)quinoline (800 mg) in dichloromethane (10 ml) were dropwise added pyridine (230 mg) and phenyl chloroformate (333 mg) at ambient temperature, and the mixture was stirred for 1 hour at ambient temperature. The mixture was washed with saturated ammonium chloride solution, saturated sodium bicarbonate solution and brine, dried over magnesium sulfate and evaporated in vacuo. The residue was purified by column chromatogr... Reactants: C(CC(O)(C(=O)O)CC(=O)O)(=O)O (citric acid), O[C@H]1C[C@@H]2CC[C@H]3[C@@H]4CC[C@H](C(C)=O)[C@]4(CC[C@@H]3[C@]2(C[C@@H]1N1CC(OCC1)(C)C)C)C ((2β,3α,5α)-3-hydroxy-2-(2,2-dimethyl-4-morpholinyl)pregnan-20-one). Solvent: CO (methanol), CO (methanol). Product: O[C@H]1C[C@@H]2CC[C@H]3[C@@H]4CC[C@H](C(C)=O)[C@]4(CC[C@@H]3[C@]2(C[C@@H]1N1CC(OCC1)(C)C)C)C.OC(CC(=O)[O-])(CC(=O)[O-])C(=O)[O-] ((2β,3α,5α)-3-hydroxy-2-(2,2-dimethyl-4-morpholinyl)-pregnan-20-one 2-hydroxy-1,2,3-propanetricarboxylate), salt. As a reaction SMILES: [C:1]([OH:13])(=[O:12])[CH2:2][C:3]([CH2:8][C:9]([OH:11])=[O:10])([C:5]([OH:7])=[O:6])[OH:4].[OH:14][C@@H:15]1[C@@H:34]([N:35]2[CH2:40][CH2:39][O:38][C:37]([CH3:42])([CH3:41])[CH2:36]2)[CH2:33][C@@:32]2([CH3:43])[C@@H:17]([CH2:18][CH2:19][C@@H:20]3[C@@H:31]2[CH2:30][CH2:29][C@@:28]2([CH3:44])[C@H:21]3[CH2:22][CH2:23][C@@H:24]2[C:25](=[O:27])[CH3:26])[CH2:16]1>CO>[OH:14][C@@H:15]1[C@@H:34]([N:35]2[CH2:40][CH2:39][O:38][C:37]([CH3:42])([CH3:41])[CH2:36]2)[CH2:33][C@@:32]2([CH3:43])[C@@H:17]([CH2:18][CH2:19][C@@H:20]3[C@@H:31]2[CH2:30][CH2:29][C@@:28]2([CH3:44])[C@H:21]3[CH2:22][CH2:23][C@@H:24]2[C:25](=[O:27])[CH3:26])[CH2:16]1.[OH:4][C:3]([C:5]([O-:7])=[O:6])([CH2:8][C:9]([O-:11])=[O:10])[CH2:2][C:1]([O-:13])=[O:12] |f:3.4|. Procedure details: A solution of citric acid (141 mg) in methanol (20 ml) was added to a solution of the 2-(2,2-dimethyl-4-morpholinyl) compound of Example 12 (290 mg) in methanol (20 ml). The solvent was removed under reduced pressure to afford (2β,3α,5α)-3-hydroxy-2-(2,2-dimethyl-4-morpholinyl)-pregnan-20-one 2-hydroxy-1,2,3-propanetricarboxylate (1:1) salt (430 mg). [α]D +99.5° (c 1.0). Starting materials: Cl (hydrochloric acid), NC(CC(=O)O)C1=CC(=C(C=C1)OCC)OCC (3-amino-3-(3,4-diethoxyphenyl)propionic acid), C([O-])([O-])=O.[Na+].[Na+] (sodium carbonate), C(=O)(OCC)N1C(C=2C(C1=O)=CC=CC2)=O (N-carbethoxyphthalimide). Run in CCOCC (ether), C(C)#N.O (acetonitrile water). Run at time 1 hour. Product: C(C)OC=1C=C(C=CC1OCC)C(CC(=O)O)N1C(C=2C(C1=O)=CC=CC2)=O (3-(3,4-diethoxyphenyl)-3-phthalimidopropionic acid). Isolated yield 124.3%. RXN SMILES: [NH2:1][CH:2]([C:7]1[CH:12]=[CH:11][C:10]([O:13][CH2:14][CH3:15])=[C:9]([O:16][CH2:17][CH3:18])[CH:8]=1)[CH2:3][C:4]([OH:6])=[O:5].C(=O)([O-])[O-].[Na+].[Na+].C(N1[C:34](=[O:35])[C:33]2=[CH:36][CH:37]=[CH:38][CH:39]=[C:32]2[C:31]1=[O:40])(OCC)=O.Cl>CCOCC.C(#N)C.O>[CH2:17]([O:16][C:9]1[CH:8]=[C:7]([CH:2]([N:1]2[C:34](=[O:35])[C:33]3=[CH:36][CH:37]=[CH:38][CH:39]=[C:32]3[C:31]2=[O:40])[CH2:3][C:4]([OH:6])=[O:5])[CH:12]=[CH:11][C:10]=1[O:13][CH2:14][CH3:15])[CH3:18] |f:1.2.3,7.8|. Reported procedure: To a stirred solution of 3-amino-3-(3,4-diethoxyphenyl)propionic acid (1.03 g, 4.07 mmol) and sodium carbonate (0.453 g, 4.27 mmol) in a 1/1 mixture of 150 mL of acetonitrile/water (heated to 45° C. to dissolve) was added N-carbethoxyphthalimide (0.89 g, 4.07 mmol). The reaction mixture was stirred 1 hour, then partially concentrated in vacuo to remove the acetonitrile to afford a pale yellow solution. The stirred solution was acidified to pH 0-1 with 4 N hydrochloric acid to form a gum. The mix... Starting materials: CC(C)(C)OC(=O)N1CCC(CBr)CC1, C1CCOC1, CC(C)[N-]C(C)C, CC1SC(NC2CC3CCC2C3)=NC1=O, [Li+]. The product is CC(C)(C)OC(=O)N1CCC(CC2(C)SC(NC3CC4CCC3C4)=NC2=O)CC1. As a reaction SMILES: [C:24]([CH3:25])([CH3:26])([CH3:27])[O:28][C:29](=[O:30])[N:31]1[CH2:32][CH2:33][CH:34]([CH2:37][Br:38])[CH2:35][CH2:36]1.[CH2:39]1[O:40][CH2:41][CH2:42][CH2:43]1.[CH:16]([N-:17][CH:18]([CH3:19])[CH3:20])([CH3:21])[CH3:22].[CH:1]12[CH:2]([NH:8][C:9]3=[N:13][C:12](=[O:14])[CH:11]([CH3:15])[S:10]3)[CH2:3][CH:4]([CH2:5][CH2:6]1)[CH2:7]2.[Li+:23]>>[CH:1]12[CH:2]([NH:8][C:9]3=[N:13][C:12](=[O:14])[C:11]([CH3:15])([CH2:37][CH:34]4[CH2:33][CH2:32][N:31]([C:29]([O:28][C:24]([CH3:25])([CH3:26])[CH3:27])=[O:30])[CH2:36][CH2:35]4)[S:10]3)[CH2:3][CH:4]([CH2:5][CH2:6]1)[CH2:7]2.